This data is from the Open Reaction Database (ORD), a public repository of structured organic reaction records. The task is: describe an organic reaction: reactants, conditions, products, and yield The reactants are C(=O)NC=1SC=C(N1)C(C(=O)O)=NOCCNC(=O)OC(C)(C)C (2-(2-Formamidothiazol-4-yl)-2-(2-tert-butoxycarbonylaminoethoxyimino)acetic acid), P(=O)(Cl)(Cl)Cl (phosphoryl chloride), C[Si](C)(C)CC(=O)N (trimethylsilylacetamide), Cl.NC1[C@@H]2N(C(=C(CS2)Cl)C(=O)OCC2=CC=C(C=C2)[N+](=O)[O-])C1=O (4-nitrobenzyl 7-amino-3-chloro-3-cephem-4-carboxylate hydrochloride). Solvent: C(C)(=O)OCC (ethyl acetate), CN(C=O)C (N,N-dimethylformamide). The product is C(=O)NC=1SC=C(N1)C(C(=O)NC1[C@@H]2N(C(=C(CS2)Cl)C(=O)OCC2=CC=C(C=C2)[N+](=O)[O-])C1=O)=NOCCNC(=O)OC(C)(C)C (4-nitrobenzyl 7-[2-(2-formamidothiazol-4-yl)-2-(2-tert-butoxycarbonylaminoethoxyimino)acetamido]-3-chloro-3-cephem-4-carboxylate). Isolated yield 89.6%. As a reaction SMILES: [CH:1]([NH:3][C:4]1[S:5][CH:6]=[C:7]([C:9](=[N:13][O:14][CH2:15][CH2:16][NH:17][C:18]([O:20][C:21]([CH3:24])([CH3:23])[CH3:22])=[O:19])[C:10]([OH:12])=O)[N:8]=1)=[O:2].P(Cl)(Cl)(Cl)=O.C[Si](CC(N)=O)(C)C.Cl.[NH2:39][CH:40]1[C:61](=[O:62])[N:42]2[C:43]([C:48]([O:50][CH2:51][C:52]3[CH:57]=[CH:56][C:55]([N+:58]([O-:60])=[O:59])=[CH:54][CH:53]=3)=[O:49])=[C:44]([Cl:47])[CH2:45][S:46][C@H:41]12>C(OCC)(=O)C.CN(C)C=O>[CH:1]([NH:3][C:4]1[S:5][CH:6]=[C:7]([C:9](=[N:13][O:14][CH2:15][CH2:16][NH:17][C:18]([O:20][C:21]([CH3:24])([CH3:23])[CH3:22])=[O:19])[C:10]([NH:39][CH:40]2[C:61](=[O:62])[N:42]3[C:43]([C:48]([O:50][CH2:51][C:52]4[CH:53]=[CH:54][C:55]([N+:58]([O-:60])=[O:59])=[CH:56][CH:57]=4)=[O:49])=[C:44]([Cl:47])[CH2:45][S:46][C@H:41]23)=[O:12])[N:8]=1)=[O:2] |f:3.4|. Procedure: 2-(2-Formamidothiazol-4-yl)-2-(2-tert-butoxycarbonylaminoethoxyimino)acetic acid (syn isomer, 2 g.), N,N-dimethylformamide (0.45 g.), phosphoryl chloride (1.03 g.), trimethylsilylacetamide (5.9 g.), 4-nitrobenzyl 7-amino-3-chloro-3-cephem-4-carboxylate hydrochloride (2.3 g.) and ethyl acetate (60 ml.) were treated in a similar manner to that of Example 11-(1) to give 4-nitrobenzyl 7-[2-(2-formamidothiazol-4-yl)-2-(2-tert-butoxycarbonylaminoethoxyimino)acetamido]-3-chloro-3-cephem-4-carboxylate (... The reactants are ClC(Cl)Cl, O=S(=O)(Cl)c1ccc(Cl)cc1, NCCN1CCC(N2CCc3ccccc32)CC1, O. Product: O=S(=O)(NCCN1CCC(N2CCc3ccccc32)CC1)c1ccc(Cl)cc1. Reaction SMILES: [CH:31]([Cl:32])([Cl:33])[Cl:34].[Cl:19][c:20]1[cH:21][cH:22][c:23]([S:26](=[O:27])(=[O:28])[Cl:29])[cH:24][cH:25]1.[NH2:1][CH2:2][CH2:3][N:4]1[CH2:5][CH2:6][CH:7]([N:10]2[CH2:11][CH2:12][c:13]3[cH:14][cH:15][cH:16][cH:17][c:18]32)[CH2:8][CH2:9]1.[OH2:30]>>[NH:1]([CH2:2][CH2:3][N:4]1[CH2:5][CH2:6][CH:7]([N:10]2[CH2:11][CH2:12][c:13]3[cH:14][cH:15][cH:16][cH:17][c:18]32)[CH2:8][CH2:9]1)[S:26]([c:23]1[cH:22][cH:21][c:20]([Cl:19])[cH:25][cH:24]1)(=[O:27])=[O:28].